Dataset: the Open Reaction Database (ORD), a public repository of structured organic reaction records. Task: describe an organic reaction: reactants, conditions, products, and yield Starting materials: N1=CC=CC=2C3=NC=CC=C3CC12 (1,5-diazafluorene), N1=NC=CC=2C3=CC=CC=C3CC12 (diazafluorene), N1=CC=C(C=C1)CCl (4-picolylchloride), [H-].[Na+] (sodium hydride). The solvent is O1CCCC1 (tetrahydrofuran), C1=CC=CC=C1 (benzene), C(C)(=O)OCC.CO (ethyl acetate methanol). Product: N1=CC=C(C=C1)CC1(C2=NC=CC=C2C2=NC=CC=C21)CC2=CC=NC=C2 (9,9-Bis(4-pyridinylmethyl)cyclopenta[1,2-b:3,4-b']dipyridine). Reaction SMILES: [N:1]1[C:13]2[CH2:12][C:11]3[C:6](=[N:7][CH:8]=[CH:9][CH:10]=3)[C:5]=2[CH:4]=[CH:3][CH:2]=1.[N:14]1[CH:19]=[CH:18][C:17]([CH2:20]Cl)=[CH:16][CH:15]=1.[H-].[Na+].[N:24]1[C:36]2C[C:34]3[C:29](=[CH:30]C=C[CH:33]=3)[C:28]=2C=CN=1>O1CCCC1.C(OCC)(=O)C.CO.C1C=CC=CC=1>[N:14]1[CH:19]=[CH:18][C:17]([CH2:20][C:12]2([CH2:30][C:29]3[CH:34]=[CH:33][N:24]=[CH:36][CH:28]=3)[C:11]3[C:6](=[N:7][CH:8]=[CH:9][CH:10]=3)[C:5]3[C:13]2=[N:1][CH:2]=[CH:3][CH:4]=3)=[CH:16][CH:15]=1 |f:2.3,6.7|. Procedure details: Following the alkylation procedure described in Example 608, Part D, 2.0 g (12 mmole) of 1,5-diazafluorene, 4.68 g (29 mmole) of 4-picolylchloride, 1.44 g (30 mmole) of 50% sodium hydride were heated at 55° in 10 ml tetrahydrofuran and 25 ml benzene until TLC (ethyl acetate-methanol-90:10) showed appearance of product (Rf 0.065) and disappearance of starting diazafluorene (Rf 0.28). Crude product triturated with ether to yield 2.90 g, m.p. 133°-137°. This was flash chromatographed with ethyl ace...